This data is from the Open Reaction Database (ORD), a public repository of structured organic reaction records. The task is: describe an organic reaction: reactants, conditions, products, and yield The reactants are C([O-])([O-])=O.[K+].[K+] (potassium carbonate), BrC=1C=CC(=C(C1)CNC(OC)=O)Cl (methyl N-[(5-bromo-2-chlorophenyl)methyl]carbamate), O1CCCC2=C1C=CC(=C2)C2=NNC=C2 (3-(3,4-dihydro-2H-1-benzopyran-6-yl)-1H-pyrazole), O1CCCC2=C1C=CC(=C2)C2=NNC=C2 (3-(3,4-dihydro-2H-1-benzopyran-6-yl)-1H-pyrazole), CN[C@H]1[C@@H](CCCC1)NC (trans-N,N′-dimethylcyclohexane-1,2-diamine). Reagents/catalysts: [Cu]I (copper(I) iodide). Run in O1CCOCC1 (dioxane). Run at temperature 95 celsius. Yields the product ClC1=C(C=C(C=C1)N1N=C(C=C1)C=1C=CC2=C(CCCO2)C1)CNC(OC)=O (methyl N-[[2-chloro-5-[3-(3,4-dihydro-2H-1-benzopyran-6-yl)-1H-pyrazol-1-yl]phenyl]methyl]carbamate). As a reaction SMILES: [O:1]1[C:6]2[CH:7]=[CH:8][C:9]([C:11]3[CH:15]=[CH:14][NH:13][N:12]=3)=[CH:10][C:5]=2[CH2:4][CH2:3][CH2:2]1.CN[C@@H]1CCCC[C@H]1NC.C(=O)([O-])[O-].[K+].[K+].Br[C:33]1[CH:34]=[CH:35][C:36]([Cl:45])=[C:37]([CH2:39][NH:40][C:41](=[O:44])[O:42][CH3:43])[CH:38]=1>O1CCOCC1.[Cu]I>[Cl:45][C:36]1[CH:35]=[CH:34][C:33]([N:13]2[CH:14]=[CH:15][C:11]([C:9]3[CH:8]=[CH:7][C:6]4[O:1][CH2:2][CH2:3][CH2:4][C:5]=4[CH:10]=3)=[N:12]2)=[CH:38][C:37]=1[CH2:39][NH:40][C:41](=[O:44])[O:42][CH3:43] |f:2.3.4|. Reported procedure: To a solution of 3-(3,4-dihydro-2H-1-benzopyran-6-yl)-1H-pyrazole (i.e. the product of Step A) (600 mg, 3 mmol) in dioxane (50 mL) under nitrogen atmosphere, was added trans-N,N′-dimethylcyclohexane-1,2-diamine (86 mg, 0.6 mmol), followed by the addition of copper(I) iodide (114 mg, 0.6 mmol) and potassium carbonate (2.48 g, 18 mmol) to form a dark green-colored reaction mixture. To this reaction mixture was added methyl N-[(5-bromo-2-chlorophenyl)methyl]carbamate (1.2 g, 4.5 mmol; prepared acco... Starting materials: ClC=1C=C(C=CC1)NC1=NC=2N(C=C1)N=CC2C=O (5-(3-chlorophenylamino)pyrazolo[1,5-a]pyrimidine-3-carbaldehyde), S1C(NC(C1)=O)=O (2,4-thiazolidinedione), N1CCCCC1 (piperidine). The solvent is CCO (EtOH). Run at temperature 80 celsius. Yields the product ClC=1C=C(C=CC1)NC1=NC=2N(C=C1)N=CC2C=C2C(NC(S2)=O)=O (5-((5-(3-chlorophenylamino)pyrazolo[1,5-a]pyrimidin-3-yl)methylene)thiazolidine-2,4-dione). Reaction SMILES: [Cl:1][C:2]1[CH:3]=[C:4]([NH:8][C:9]2[CH:14]=[CH:13][N:12]3[N:15]=[CH:16][C:17]([CH:18]=O)=[C:11]3[N:10]=2)[CH:5]=[CH:6][CH:7]=1.[S:20]1[CH2:24][C:23](=[O:25])[NH:22][C:21]1=[O:26].N1CCCCC1>CCO>[Cl:1][C:2]1[CH:3]=[C:4]([NH:8][C:9]2[CH:14]=[CH:13][N:12]3[N:15]=[CH:16][C:17]([CH:18]=[C:24]4[S:20][C:21](=[O:26])[NH:22][C:23]4=[O:25])=[C:11]3[N:10]=2)[CH:5]=[CH:6][CH:7]=1. Procedure: To 5-(3-chlorophenylamino)pyrazolo[1,5-a]pyrimidine-3-carbaldehyde (50 mg, 0.184 mmol) in 1 ml EtOH was added 2,4-thiazolidinedione (22 mg, 0.184 mmol) and piperidine (54 μL, 0.184 mmol). The mixture was heated in Microwave (200 W) for 60 minutes at 80° C. The solid formed was isolated by filtration and air dried to give 5-((5-(3-chlorophenylamino)pyrazolo[1,5-a]pyrimidin-3-yl)methylene)thiazolidine-2,4-dione. LCMS (M+1=372) Isolated yield 75.0%. Conditions: temperature 85 celsius, time 8 hour. As a reaction SMILES: [F:1][C:2]([F:22])([C:15]1[CH:20]=[CH:19][C:18]([F:21])=[CH:17][CH:16]=1)[C:3]([NH:5][C:6]1[CH:14]=[CH:13][CH:12]=[CH:11][C:7]=1[C:8]([NH2:10])=[O:9])=O.Cl[Si](C)(C)C>ClCCCl>[F:1][C:2]([F:22])([C:15]1[CH:20]=[CH:19][C:18]([F:21])=[CH:17][CH:16]=1)[C:3]1[N:10]=[C:8]([OH:9])[C:7]2[C:6](=[CH:14][CH:13]=[CH:12][CH:11]=2)[N:5]=1. Reported procedure: To a solution of 2-(2,2-difluoro-2-(4-fluorophenyl)acetamido)benzamide (0.95 g, 3.08 mmol) in DCE (25 mL), TEA (17.2 mL, 0.123 mol) and chlorotrimethylsilane (5.84 mL, 0.0462 mol) were added at rt. The reaction mixture was stirred at 85° C. overnight. After cooling to rt, the solid was filtered and the filtrate was concentrated to dryness. The residue was purified on a silica gel column, using DCM/MeOH as eluent. 2-(Difluoro(4-fluorophenyl)methyl)quinazolin-4-ol was obtained as an off white soli... Reactants: FC(C(=O)NC1=C(C(=O)N)C=CC=C1)(C1=CC=C(C=C1)F)F (2-(2,2-difluoro-2-(4-fluorophenyl)acetamido)benzamide), TEA, Cl[Si](C)(C)C (chlorotrimethylsilane). Yields the product FC(C1=NC2=CC=CC=C2C(=N1)O)(C1=CC=C(C=C1)F)F (2-(Difluoro(4-fluorophenyl)methyl)quinazolin-4-ol), solid. Solvent: ClCCCl (DCE).